describe an organic reaction: reactants, conditions, products, and yield From a dataset of the Open Reaction Database (ORD), a public repository of structured organic reaction records. The reactants are OC(C(=O)O)CC1=C(C=CC=C1)[N+](=O)[O-] (α-hydroxy-2-nitrobenzenepropanoic acid), CN(C=O)C (N,N-dimethylformamide), S(=O)(Cl)Cl (thionyl chloride). Reaction conditions: time 8 hour. The product is ClC(C(=O)O)CC1=C(C=CC=C1)[N+](=O)[O-] (α-Chloro-2-Nitrobenzenepropanoic Acid). Yield: 30.3%. As a reaction SMILES: O[CH:2]([CH2:6][C:7]1[CH:12]=[CH:11][CH:10]=[CH:9][C:8]=1[N+:13]([O-:15])=[O:14])[C:3]([OH:5])=[O:4].CN(C)C=O.S(Cl)([Cl:23])=O>>[Cl:23][CH:2]([CH2:6][C:7]1[CH:12]=[CH:11][CH:10]=[CH:9][C:8]=1[N+:13]([O-:15])=[O:14])[C:3]([OH:5])=[O:4]. Procedure details: To a magnetically stirred solution of α-hydroxy-2-nitrobenzenepropanoic acid (1.00 g, 4.74 mmol) in N,N-dimethylformamide (2 ml, 25.85 mmol) cooled in ice was added thionyl chloride (12 ml, 164.5 mmol) slowly dropwise. The cooling bath was removed and the solution was left at room temperature (20° C.) overnight. The solution was evaporated to a solid. Ice and dichloromethane were added and the mixture was stirred magnetically for one hour, during which time it warmed to room temperature. The lay... Reactants: [Cl-].O=C(C[P+](C1=CC=CC=C1)(C1=CC=CC=C1)C1=CC=CC=C1)C(CCCC)CC (2-oxo-3-ethylheptyltriphenylphosphonium chloride), C([O-])([O-])=O.[Na+].[Na+] (sodium carbonate). Run in O (water). Conditions: time 24 hour. Yields the product C(C)C(C(=O)C=P(C1=CC=CC=C1)(C1=CC=CC=C1)C1=CC=CC=C1)CCCC (2-ethylhexanoylmethylenetriphenylphosphorane). RXN SMILES: [Cl-].[O:2]=[C:3]([CH:24]([CH2:29][CH3:30])[CH2:25][CH2:26][CH2:27][CH3:28])[CH2:4][P+:5]([C:18]1[CH:23]=[CH:22][CH:21]=[CH:20][CH:19]=1)([C:12]1[CH:17]=[CH:16][CH:15]=[CH:14][CH:13]=1)[C:6]1[CH:11]=[CH:10][CH:9]=[CH:8][CH:7]=1.C(=O)([O-])[O-].[Na+].[Na+]>O>[CH2:29]([CH:24]([CH2:25][CH2:26][CH2:27][CH3:28])[C:3]([CH:4]=[P:5]([C:6]1[CH:7]=[CH:8][CH:9]=[CH:10][CH:11]=1)([C:18]1[CH:23]=[CH:22][CH:21]=[CH:20][CH:19]=1)[C:12]1[CH:17]=[CH:16][CH:15]=[CH:14][CH:13]=1)=[O:2])[CH3:30] |f:0.1,2.3.4|. Procedure details: Crude 2-oxo-3-ethylheptyltriphenylphosphonium chloride (88 g.) was added to a solution of sodium carbonate (100 g.) in water (1 litre) and the mixture stirred vigorously for 24 hours. The mixture was then extracted with diethyl ether and the extracts dried over magnesium sulphate. The solvent was evaporated and the crude product (63.3 g.) recrystallised from petrol (b.p. 60°-80°C.) to give 2-ethylhexanoylmethylenetriphenylphosphorane, m.p. 105.5°-107.5°C. (Found: C, 80.2; H, 7.5. C27H31OP requir...